This data is from the Open Reaction Database (ORD), a public repository of structured organic reaction records. The task is: describe an organic reaction: reactants, conditions, products, and yield Starting materials: CCO, CC(C)NC(C)C, C1CCC(NCC2CC2)CC1, COC(=O)CNS(=O)(=O)c1ccc(NC(=O)c2cc(N(CC3CC3)C3CCCCC3)ncn2)c(C)c1, CCOC(=O)CNS(=O)(=O)c1ccc(NC(=O)c2cc(N(CC3CC3)C3CCCCC3)ncn2)c(C)c1, COC(=O)CNS(=O)(=O)c1ccc(NC(=O)c2cc(Cl)ncn2)c(C)c1. Product: Cc1cc(S(=O)(=O)NCC(=O)O)ccc1NC(=O)c1cc(N(CC2CC2)C2CCCCC2)ncn1. Reaction SMILES: [CH3:118][CH2:119][OH:120].[CH:27]([NH:28][CH:29]([CH3:30])[CH3:31])([CH3:32])[CH3:33].[CH:34]1([CH2:35][NH:36][CH:37]2[CH2:38][CH2:39][CH2:40][CH2:41][CH2:42]2)[CH2:43][CH2:44]1.[CH:45]1([N:51]([c:52]2[cH:53][c:54]([C:58](=[O:59])[NH:60][c:61]3[c:62]([CH3:76])[cH:63][c:64]([S:67](=[O:68])(=[O:69])[NH:70][CH2:71][C:72](=[O:73])[O:74][CH3:75])[cH:65][cH:66]3)[n:55][cH:56][n:57]2)[CH2:77][CH:78]2[CH2:79][CH2:80]2)[CH2:46][CH2:47][CH2:48][CH2:49][CH2:50]1.[CH:81]1([N:82]([CH2:83][CH:84]2[CH2:85][CH2:86]2)[c:87]2[n:88][cH:89][n:90][c:91]([C:92]([NH:93][c:94]3[cH:95][cH:96][c:97]([S:98]([NH:99][CH2:100][C:101]([O:102][CH2:103][CH3:104])=[O:105])(=[O:106])=[O:107])[cH:108][c:109]3[CH3:110])=[O:111])[cH:112]2)[CH2:113][CH2:114][CH2:115][CH2:116][CH2:117]1.[Cl:1][c:2]1[n:3][cH:4][n:5][c:6]([C:7]([NH:8][c:9]2[cH:10][cH:11][c:12]([S:13]([NH:14][CH2:15][C:16]([O:17][CH3:18])=[O:19])(=[O:20])=[O:21])[cH:22][c:23]2[CH3:24])=[O:25])[cH:26]1>>[CH:45]1([N:51]([c:52]2[cH:53][c:54]([C:58](=[O:59])[NH:60][c:61]3[c:62]([CH3:76])[cH:63][c:64]([S:67](=[O:68])(=[O:69])[NH:70][CH2:71][C:72](=[O:73])[OH:74])[cH:65][cH:66]3)[n:55][cH:56][n:57]2)[CH2:77][CH:78]2[CH2:79][CH2:80]2)[CH2:46][CH2:47][CH2:48][CH2:49][CH2:50]1. The product is NC1=CC=CC2=C1OC(=C2C)CC (7-amino-2-ethyl-3-methylbenzo[b]furan). The reagents and catalysts are [C].[Pd] (palladium carbon). Procedure details: To a solution of 2-ethyl-3-methyl-7-nitrobenzo[b]furan (1.00 g) in a mixture of methanol (15 ml) and dioxane (10 ml) was added 10% palladium carbon (100 mg) and the above mixture was hydrogenated at 3 atom for 1 hour. The catalyst was filtered off and the filtrate was evaporated in vacuo to give 7-amino-2-ethyl-3-methylbenzo[b]furan (858 mg) as an oil. Reactants: C(C)C1=C(C2=C(O1)C(=CC=C2)[N+](=O)[O-])C (2-ethyl-3-methyl-7-nitrobenzo[b]furan). Reaction conditions: time 1 hour. Solvent: CO (methanol), O1CCOCC1 (dioxane). As a reaction SMILES: [CH2:1]([C:3]1[O:7][C:6]2[C:8]([N+:12]([O-])=O)=[CH:9][CH:10]=[CH:11][C:5]=2[C:4]=1[CH3:15])[CH3:2]>CO.O1CCOCC1.[C].[Pd]>[NH2:12][C:8]1[C:6]2[O:7][C:3]([CH2:1][CH3:2])=[C:4]([CH3:15])[C:5]=2[CH:11]=[CH:10][CH:9]=1 |f:3.4|. Yield: 100.5%. The reactants are CCOC(=O)C1CCC(CC)CC1, [Li]CCCC, CCCCCC, COP(C)(=O)OC, C1CCOC1. Yields the product CCC1CCC(C(=O)CP(=O)(OC)OC)CC1. Reaction SMILES: [CH2:18]([CH3:19])[CH:20]1[CH2:21][CH2:22][CH:23]([C:26](=[O:27])[O:28][CH2:29][CH3:30])[CH2:24][CH2:25]1.[CH2:1]([Li:2])[CH2:3][CH2:4][CH3:5].[CH3:31][CH2:32][CH2:33][CH2:34][CH2:35][CH3:36].[CH3:6][P:7]([O:8][CH3:9])([O:10][CH3:11])=[O:12].[O:13]1[CH2:14][CH2:15][CH2:16][CH2:17]1>>[CH2:6]([P:7]([O:8][CH3:9])([O:10][CH3:11])=[O:12])[C:26]([CH:23]1[CH2:22][CH2:21][CH:20]([CH2:18][CH3:19])[CH2:25][CH2:24]1)=[O:27]. Reactants: C(C)OC(CNS(=O)(=O)C=1SC(=CC1)CCC1CC2=C(N=C(N=C2O)NC(C(C)(C)C)=O)NC1)=O (N-{5-[2-(2-pivaloylamino-4-hydroxy-5,6,7,8-tetrahydropyrido[2,3-d]pyrimidin-6-yl)-ethyl]thien-2-ylsulfonyl}glycine ethyl ester), Cl (hydrochloric acid). The solvent is [OH-].[Na+] (sodium hydroxide). The product is NC=1N=C(C2=C(N1)NCC(C2)CCC2=CC=C(S2)S(=O)(=O)NCC(=O)O)O (N-{5-[2-(2-amino-4-hydroxy-5,6,7,8-tetrahydropyrido[2,3-d]pyrimidin-6-yl)-ethyl]thien-2-ylsulfonyl}glycine). Yield: 109.2%. Reaction SMILES: C([O:3][C:4](=[O:35])[CH2:5][NH:6][S:7]([C:10]1[S:11][C:12]([CH2:15][CH2:16][CH:17]2[CH2:34][NH:33][C:20]3[N:21]=[C:22]([NH:26]C(=O)C(C)(C)C)[N:23]=[C:24]([OH:25])[C:19]=3[CH2:18]2)=[CH:13][CH:14]=1)(=[O:9])=[O:8])C.Cl>[OH-].[Na+]>[NH2:26][C:22]1[N:23]=[C:24]([OH:25])[C:19]2[CH2:18][CH:17]([CH2:16][CH2:15][C:12]3[S:11][C:10]([S:7]([NH:6][CH2:5][C:4]([OH:35])=[O:3])(=[O:8])=[O:9])=[CH:14][CH:13]=3)[CH2:34][NH:33][C:20]=2[N:21]=1 |f:2.3|. Reported procedure: A solution of 33 mg (0.062 mmol) of N-{5-[2-(2-pivaloylamino-4-hydroxy-5,6,7,8-tetrahydropyrido[2,3-d]pyrimidin-6-yl)-ethyl]thien-2-ylsulfonyl}glycine ethyl ester in 3.0 mL of 1.0N sodium hydroxide was stirred at room temperature for 24 hours. The reaction mixture was then acidified with 1.0N hydrochloric acid and the white precipitate was collected by filtration to give 28 mg of N-{5-[2-(2-amino-4-hydroxy-5,6,7,8-tetrahydropyrido[2,3-d]pyrimidin-6-yl)-ethyl]thien-2-ylsulfonyl}glycine. Starting materials: BrC1=CC=C(C=C1)C(CC(=NO)C1=CC=NC=C1)C1=C(C=CC=C1)C (3-(4-Bromo-phenyl)-1-pyridin-4-yl-3-o-tolyl-propan-1-one oxime), N1=CN=CC(=C1)B(O)O (pyrimidine-5-boronic acid). Product: N1=CC=C(C=C1)C(CC(C1=C(C=CC=C1)C)C1=CC=C(C=C1)C=1C=NC=NC1)=NO (1-Pyridin-4-yl-3-(4-pyrimidin-5-yl-phenyl)-3-o-tolyl-propan-1-one oxime). Reaction SMILES: Br[C:2]1[CH:7]=[CH:6][C:5]([CH:8]([C:19]2[CH:24]=[CH:23][CH:22]=[CH:21][C:20]=2[CH3:25])[CH2:9][C:10]([C:13]2[CH:18]=[CH:17][N:16]=[CH:15][CH:14]=2)=[N:11][OH:12])=[CH:4][CH:3]=1.[N:26]1[CH:31]=[C:30](B(O)O)[CH:29]=[N:28][CH:27]=1>>[N:16]1[CH:15]=[CH:14][C:13]([C:10](=[N:11][OH:12])[CH2:9][CH:8]([C:5]2[CH:6]=[CH:7][C:2]([C:30]3[CH:31]=[N:26][CH:27]=[N:28][CH:29]=3)=[CH:3][CH:4]=2)[C:19]2[CH:24]=[CH:23][CH:22]=[CH:21][C:20]=2[CH3:25])=[CH:18][CH:17]=1. Procedure: In analogy to example 22, from 3-(4-bromo-phenyl)-1-pyridin-4-yl-3-o-tolyl-propan-1-one oxime (example 31) and pyrimidine-5-boronic acid was prepared the title compound as a mixture of E and Z isomers (2.3:1) as a white foam, MS (ESI+): m/z=395.2 ([M+H]+). Reactants: ClCCl, NCCc1c[nH]c2ccccc12, O=C(Cl)Oc1ccccc1, c1ccncc1. Product: O=C(NCCc1c[nH]c2ccccc12)Oc1ccccc1. As a reaction SMILES: [Cl:29][CH2:30][Cl:31].[NH2:17][CH2:18][CH2:19][c:20]1[cH:21][nH:22][c:23]2[cH:24][cH:25][cH:26][cH:27][c:28]12.[c:1]1([O:7][C:8](=[O:9])[Cl:10])[cH:2][cH:3][cH:4][cH:5][cH:6]1.[cH:11]1[cH:12][cH:13][n:14][cH:15][cH:16]1>>[c:1]1([O:7][C:8](=[O:9])[NH:17][CH2:18][CH2:19][c:20]2[cH:21][nH:22][c:23]3[cH:24][cH:25][cH:26][cH:27][c:28]23)[cH:2][cH:3][cH:4][cH:5][cH:6]1. The reactants are CC(C)(C)C=1C=C(C=C(C1O)C(C)(C)C)C1C(N(C(S1)=S)C)=O (5-{[3,5-bis(1,1-dimethylethyl)-4-hydroxyphenyl]}-methyl-2-thioxo-4-thiazolidinone), S1C(=CC=C1)C(=O)N (thiolamide), N (ammonia), C=O (Formalin). The solvent is C(C)(=O)O (acetic acid), CO (methanol), O (water). Reaction conditions: temperature 0 celsius, time 30 minute. Product: CC(C)(C)C=1C=C(C=C(C1O)C(C)(C)C)CC1C(NCS1)=O (5-[3,5-bis(1,1-dimethylethyl)-4-hydroxyphenyl]methyl-4-thiazolidinone). The yield is 70.0%. RXN SMILES: [CH3:1][C:2]([C:5]1[CH:6]=[C:7](C2SC(=S)N(C)C2=O)[CH:8]=[C:9]([C:12]([CH3:15])([CH3:14])[CH3:13])[C:10]=1[OH:11])([CH3:4])[CH3:3].N.C=O.[S:27]1[CH:31]=C[CH:29]=[C:28]1[C:32]([NH2:34])=[O:33]>C(O)(=O)C.O.CO>[CH3:14][C:12]([C:9]1[CH:8]=[C:7]([CH2:29][CH:28]2[S:27][CH2:31][NH:34][C:32]2=[O:33])[CH:6]=[C:5]([C:2]([CH3:3])([CH3:4])[CH3:1])[C:10]=1[OH:11])([CH3:15])[CH3:13]. Reported procedure: To 3.22 g (9.2 mmol) of 5-{[3,5-bis(1,1-dimethylethyl)-4-hydroxyphenyl]}-methyl-2-thioxo-4-thiazolidinone, in a 25 mL pressure tube equipped with magnetic stir bar, 13 mL of methanol was added. The resulting reaction mixture was cooled to 0° C. and ammonia gas (1.6 g, 91 mmol) was slowly added. Formalin (0.76 mL, 0.8 g, 10 mmol) was then added. The pressure tube was sealed and heated to 80° C. for approximately 17 hours with stirring. Reaction was deemed complete when the amount of thiolamide wa...